Dataset: the Open Reaction Database (ORD), a public repository of structured organic reaction records. Task: describe an organic reaction: reactants, conditions, products, and yield Starting materials: C(#N)COC(CCCCCC1=CNC2=CC=CC=C12)=O (6-(1H-Indol-3-yl)hexanoic acid cyanomethyl ester), N (ammonia). The solvent is O1CCCC1 (tetrahydrofuran). Run at time 40 hour. The product is N1C=C(C2=CC=CC=C12)CCCCCC(=O)N (6-(1H-Indol-3-yl)hexanoic acid amide). The yield is 98.0%. RXN SMILES: C(C[O:4][C:5](=O)[CH2:6][CH2:7][CH2:8][CH2:9][CH2:10][C:11]1[C:19]2[C:14](=[CH:15][CH:16]=[CH:17][CH:18]=2)[NH:13][CH:12]=1)#N.[NH3:21]>O1CCCC1>[NH:13]1[C:14]2[C:19](=[CH:18][CH:17]=[CH:16][CH:15]=2)[C:11]([CH2:10][CH2:9][CH2:8][CH2:7][CH2:6][C:5]([NH2:21])=[O:4])=[CH:12]1. Reported procedure: A solution of 6-(1H-Indol-3-yl)hexanoic acid cyanomethyl ester (5.72 g, 21.16 mmol) in tetrahydrofuran (160 ml) was added to a 25 percent strength ammonia solution (125 ml) and the mixture was stirred at RT for 40 h. Working up of the mixture was carried out by phase separation and extraction of the aqueous phase with THF (2×40 ml). The organic extracts were combined and washed with saturated NaCl solution (50 ml). After drying and concentration of the organic phase, the product was isolated as ... Reactants: BrCCC1=CC=C(C=C1)[N+](=O)[O-] (1-(2-bromoethyl)-4-nitrobenzene), COC1=CC=C2CCNCC2=C1 (1,2,3,4-tetrahydro-7-methoxyisoquinoline), C([O-])([O-])=O.[K+].[K+] (potassium carbonate). Run in C(C)(C)O (isopropanol). The product is COC1=CC=C2CCN(CC2=C1)CCC1=CC=C(C=C1)[N+](=O)[O-] (1,2,3,4-Tetrahydro-7-methoxy-2-[2-(4-nitrophenyl)ethyl]isoquinoline). Isolated yield 31.8%. RXN SMILES: Br[CH2:2][CH2:3][C:4]1[CH:9]=[CH:8][C:7]([N+:10]([O-:12])=[O:11])=[CH:6][CH:5]=1.[CH3:13][O:14][C:15]1[CH:24]=[C:23]2[C:18]([CH2:19][CH2:20][NH:21][CH2:22]2)=[CH:17][CH:16]=1.C(=O)([O-])[O-].[K+].[K+]>C(O)(C)C>[CH3:13][O:14][C:15]1[CH:24]=[C:23]2[C:18]([CH2:19][CH2:20][N:21]([CH2:2][CH2:3][C:4]3[CH:9]=[CH:8][C:7]([N+:10]([O-:12])=[O:11])=[CH:6][CH:5]=3)[CH2:22]2)=[CH:17][CH:16]=1 |f:2.3.4|. Procedure: A mixture of 1-(2-bromoethyl)-4-nitrobenzene (3.7 g), 1,2,3,4-tetrahydro-7-methoxyisoquinoline (2.7 g; Daniel J. Sall and Gary L. Grunewald, J. Med. Chem. 1987, 30, 2208-2216) and potassium carbonate (6.7 g) in isopropanol (150 ml) was stirred under reflux for 48 h. The mixture was evaporated to dryness, and the residue was extracted with dichloromethane. The organic layer was washed with water, dried, filtered and evaporated. The residue was then purified by column chromatography elating with d... Starting materials: ClCCl, OC(CCC(F)(F)F)CCC(F)(F)F, O=[Cr](=O)([O-])Cl, c1cc[nH+]cc1. Yields the product O=C(CCC(F)(F)F)CCC(F)(F)F. Reaction SMILES: [Cl:26][CH2:27][Cl:28].[F:1][C:2]([CH2:3][CH2:4][CH:5]([CH2:6][CH2:7][C:8]([F:9])([F:10])[F:11])[OH:12])([F:13])[F:14].[O:15]=[Cr:16]([Cl:17])([O-:18])=[O:19].[nH+:20]1[cH:21][cH:22][cH:23][cH:24][cH:25]1>>[F:1][C:2]([CH2:3][CH2:4][C:5]([CH2:6][CH2:7][C:8]([F:9])([F:10])[F:11])=[O:12])([F:13])[F:14]. Reactants: OC(=CC(C=COC)=O)C1(CC1)C (1-hydroxy-5-methoxy-1-(1-methyl-cyclopropyl)-penta-1,4-dien-3-one), C(=O)(C(F)(F)F)O (TFA). Run in C1(=CC=CC=C1)C (toluene). Run at time 14 hour. Product: CC1(CC1)C=1OC=CC(C1)=O (2-(1-Methyl-cyclopropyl)-pyran-4-one). Isolated yield 49.9%. Reaction SMILES: O[C:2]([C:10]1([CH3:13])[CH2:12][CH2:11]1)=[CH:3][C:4](=[O:9])[CH:5]=[CH:6][O:7]C.C(O)(C(F)(F)F)=O>C1(C)C=CC=CC=1>[CH3:13][C:10]1([C:2]2[O:7][CH:6]=[CH:5][C:4](=[O:9])[CH:3]=2)[CH2:11][CH2:12]1. Reported procedure: A mixture of 1-hydroxy-5-methoxy-1-(1-methyl-cyclopropyl)-penta-1,4-dien-3-one (Step 40.7) (1.07 g, 5.9 mmol) and TFA (0.9 mL, 11.7 mmol, 2 eq) in toluene (50 mL) is stirred for 14 h at rt and concentrated. Purification of the residue by silica gel column chromatography (Hex/EtOAc, 1:0→3:7) provides 442 mg of the title compound as a red solid: ESI-MS: 151.1 [M+H]+; tR=2.89 min (System 1); TLC: Rf=0.19 (Hex/EtOAc, 1:1). The reactants are OC1=C(C=C(C=C1C(C)(C)C)C(C)(C)C)N1N=C2C(=[N+]1[O-])C=CC(=C2)Cl (2-(2'-hydroxy-3',5'-di-t-butylphenyl)-5-chlorobenzotriazole-N-oxide), [H][H] (hydrogen), CNC (dimethylamine), [H][H] (hydrogen), resultant mixture, solvent, C1(=CC=CC=C1)C (toluene), [H][H] (hydrogen). Reagents/catalysts: [C].[Pd] (palladium carbon). The solvent is O (water), CC(CC)O (2-butanol). Product: OC1=C(C=C(C=C1C(C)(C)C)C(C)(C)C)N1N=C2C(=N1)C=CC(=C2)Cl (2-(2'-hydroxy-3',5'-di-t-butylphenyl)-5-chlorobenzotriazole). Isolated yield 84.9%. RXN SMILES: [OH:1][C:2]1[C:7]([C:8]([CH3:11])([CH3:10])[CH3:9])=[CH:6][C:5]([C:12]([CH3:15])([CH3:14])[CH3:13])=[CH:4][C:3]=1[N:16]1[N+:20]([O-])=[C:19]2[CH:22]=[CH:23][C:24]([Cl:26])=[CH:25][C:18]2=[N:17]1.C1(C)C=CC=CC=1.CNC.[H][H]>[C].[Pd].O.CC(O)CC>[OH:1][C:2]1[C:7]([C:8]([CH3:10])([CH3:11])[CH3:9])=[CH:6][C:5]([C:12]([CH3:13])([CH3:14])[CH3:15])=[CH:4][C:3]=1[N:16]1[N:20]=[C:19]2[CH:22]=[CH:23][C:24]([Cl:26])=[CH:25][C:18]2=[N:17]1 |f:4.5|. Procedure: 37.4 g (0.1 mol) of 2-(2'-hydroxy-3',5'-di-t-butylphenyl)-5-chlorobenzotriazole-N-oxide, 0.125 g of palladium carbon, 300 ml of a solvent mixture comprising toluene, 2-butanol and water (ratio by volume of 10:7:10) and 5 g of 50% dimethylamine were charged into a 500- ml stainless autoclave equipped with an agitator. After the air in the autoclave had been replaced by hydrogen, the pressure of hydrogen was set to 10 kg/cm2. The temperature of the resultant mixture was increased to 60° C. under a... Reactants: ClC=1C(=C(C(=C(C1)C(C)O)OC)C1CC(C1)O)C (3-[3-chloro-5-(1-hydroxyethyl)-6-methoxy-2-methylphenyl]cyclobutanol), N1=C(Cl)N=C(Cl)N=C1Cl (cyanuric chloride). The solvent is CCOCC (ether), O (water), CS(=O)C (dimethyl sulfoxide). Run at time 8 hour. The product is ClC=1C(=C(C(=C(C1)C(C)Cl)OC)C1CC(C1)O)C (3-[3-Chloro-5-(1-chloroethyl)-6-methoxy-2-methylphenyl]cyclobutanol). Yield: 40.3%. RXN SMILES: [Cl:1][C:2]1[C:3]([CH3:18])=[C:4]([CH:13]2[CH2:16][CH:15]([OH:17])[CH2:14]2)[C:5]([O:11][CH3:12])=[C:6]([CH:8](O)[CH3:9])[CH:7]=1.N1C(Cl)=NC(Cl)=NC=1[Cl:21]>CS(C)=O.CCOCC.O>[Cl:1][C:2]1[C:3]([CH3:18])=[C:4]([CH:13]2[CH2:16][CH:15]([OH:17])[CH2:14]2)[C:5]([O:11][CH3:12])=[C:6]([CH:8]([Cl:21])[CH3:9])[CH:7]=1. Procedure details: To a solution of 3-[3-chloro-5-(1-hydroxyethyl)-6-methoxy-2-methylphenyl]cyclobutanol (170 mg, 0.628 mmol) in dimethyl sulfoxide (1 mL) was added cyanuric chloride (64 mg, 0.34 mmol). After stirred overnight, the reaction mixture was diluted with ether and water. The aqueous layer was extracted with ethyl acetate once. The combined organic extracts were washed with brine, dried over Na2SO4, filtered and concentrated. The crude was purified with silica gel column to give the desired product (39.6...